From a dataset of the Open Reaction Database (ORD), a public repository of structured organic reaction records. describe an organic reaction: reactants, conditions, products, and yield The reactants are [BH4-], COc1cc(-c2cc(C=O)ncn2)cc(OC)c1OC, CO, [Na+]. Yields the product COc1cc(-c2cc(CO)ncn2)cc(OC)c1OC. As a reaction SMILES: [BH4-:21].[CH3:1][O:2][c:3]1[cH:4][c:5](-[c:13]2[cH:14][c:15]([CH:19]=[O:20])[n:16][cH:17][n:18]2)[cH:6][c:7]([O:11][CH3:12])[c:8]1[O:9][CH3:10].[CH3:23][OH:24].[Na+:22]>>[CH3:1][O:2][c:3]1[cH:4][c:5](-[c:13]2[cH:14][c:15]([CH2:19][OH:20])[n:16][cH:17][n:18]2)[cH:6][c:7]([O:11][CH3:12])[c:8]1[O:9][CH3:10]. RXN SMILES: [CH2:1]([CH2:2][CH2:3][CH2:4][CH2:5][CH2:6][CH2:7][CH2:8][CH2:9][CH2:10][CH3:11])[c:12]1[cH:13][n:14][c:15](-[c:18]2[cH:19][cH:20][c:21]([OH:24])[cH:22][cH:23]2)[n:16][cH:17]1.[CH2:25]([CH2:26][CH3:27])[CH:28]1[CH2:29][CH2:30][CH:31]([C:33](=[O:34])[OH:35])[S:32]1.[CH:36]1([N:37]=[C:38]=[N:39][CH:40]2[CH2:41][CH2:42][CH2:43][CH2:44][CH2:45]2)[CH2:46][CH2:47][CH2:48][CH2:49][CH2:50]1.[Cl:51][CH2:52][Cl:53]>>[CH2:1]([CH2:2][CH2:3][CH2:4][CH2:5][CH2:6][CH2:7][CH2:8][CH2:9][CH2:10][CH3:11])[c:12]1[cH:13][n:14][c:15](-[c:18]2[cH:19][cH:20][c:21]([O:24][C:33]([CH:31]3[CH2:30][CH2:29][CH:28]([CH2:25][CH2:26][CH3:27])[S:32]3)=[O:34])[cH:22][cH:23]2)[n:16][cH:17]1. The reactants are CCCCCCCCCCCc1cnc(-c2ccc(O)cc2)nc1, CCCC1CCC(C(=O)O)S1, C(=NC1CCCCC1)=NC1CCCCC1, ClCCl. Yields the product CCCCCCCCCCCc1cnc(-c2ccc(OC(=O)C3CCC(CCC)S3)cc2)nc1. Starting materials: Nc1cccc(Br)c1, Cc1ccccc1, CC(=O)OC(C)=O, O=CO. Yields the product O=CNc1cccc(Br)c1. As a reaction SMILES: [Br:11][c:12]1[cH:13][c:14]([NH2:15])[cH:16][cH:17][cH:18]1.[CH3:19][c:20]1[cH:21][cH:22][cH:23][cH:24][cH:25]1.[CH3:4][C:5]([O:6][C:7]([CH3:8])=[O:9])=[O:10].[CH:1](=[O:2])[OH:3]>>[CH:1](=[O:3])[NH:15][c:14]1[cH:13][c:12]([Br:11])[cH:18][cH:17][cH:16]1. The reactants are FC(S(=O)(=O)OC1=CC=C2CCN(CC2=C1)C(=O)OC(C)(C)C)(F)F (1,1-dimethylethyl 7-{[(trifluoromethyl)sulfonyl]oxy}-3,4-dihydro-2(1H)-isoquinoline carboxylate), NC(=O)C1=CC=C(C=C1)B(O)O (4-(aminocarbonyl)-phenyl boronic acid). The product is NC(=O)C1=CC=C(C=C1)C1=CC=C2CCN(CC2=C1)C(=O)OC(C)(C)C (1,1-dimethylethyl 7-[4-(amino-carbonyl)phenyl]-3,4-dihydro-2(1H)-isoquinolinecarboxylate). As a reaction SMILES: FC(F)(F)S(O[C:7]1[CH:16]=[C:15]2[C:10]([CH2:11][CH2:12][N:13]([C:17]([O:19][C:20]([CH3:23])([CH3:22])[CH3:21])=[O:18])[CH2:14]2)=[CH:9][CH:8]=1)(=O)=O.[NH2:26][C:27]([C:29]1[CH:34]=[CH:33][C:32](B(O)O)=[CH:31][CH:30]=1)=[O:28]>>[NH2:26][C:27]([C:29]1[CH:34]=[CH:33][C:32]([C:7]2[CH:16]=[C:15]3[C:10]([CH2:11][CH2:12][N:13]([C:17]([O:19][C:20]([CH3:23])([CH3:22])[CH3:21])=[O:18])[CH2:14]3)=[CH:9][CH:8]=2)=[CH:31][CH:30]=1)=[O:28]. Procedure: The title compound was prepared from 1,1-dimethylethyl 7-{[(trifluoromethyl)sulfonyl]oxy}-3,4-dihydro-2(1H)-isoquinoline carboxylate (Ex V-17) and 4-(aminocarbonyl)-phenyl boronic acid according to the procedure described for I-VII-9. Tan solid; LC/MS (method A) 2.62 min; m/z 353 (M+H, 75%), 297 ([M−C4H8]+H, 100%). Starting materials: ClC1=CC=C(C=C1)S(=O)(=O)N1C(C(NCC1)=O)CC(=O)N[C@H]1CC2=CC=C(C=C2CC1)C=O ((R)-2-(1-(4-chlorophenylsulfonyl)-3-oxopiperazin-2-yl)-N-(6-formyl-1,2,3,4-tetrahydronaphthalen-2-yl)acetamide), P(=O)([O-])([O-])[O-] (phosphate), NaIO4, C(C)(C)(C)O.C1CCOC1.O (t-butanol THF water), C[N+]1(CCOCC1)[O-] (NMO). The reagents and catalysts are O=[Os](=O)(=O)=O (OsO4). The solvent is CCOC(=O)C (EtOAc), mixture. Reaction conditions: time 8 hour. Yields the product ClC1=CC=C(C=C1)S(=O)(=O)N1C(C(NCC1)=O)CC(=O)N[C@H]1CC2=CC=C(C=C2CC1)C=C ((R)-2-(1-(4-chlorophenylsulfonyl)-3-oxopiperazin-2-yl)-N-(6-vinyl-1,2,3,4-tetrahydronaphthalen-2-yl)acetamide). As a reaction SMILES: [Cl:1][C:2]1[CH:7]=[CH:6][C:5]([S:8]([N:11]2[CH2:16][CH2:15][NH:14][C:13](=[O:17])[CH:12]2[CH2:18][C:19]([NH:21][C@@H:22]2[CH2:31][CH2:30][C:29]3[C:24](=[CH:25][CH:26]=[C:27]([CH:32]=O)[CH:28]=3)[CH2:23]2)=[O:20])(=[O:10])=[O:9])=[CH:4][CH:3]=1.[C:34](O)(C)(C)C.C1COCC1.O.C[N+]1([O-])CCOCC1.P([O-])([O-])([O-])=O>CCOC(C)=O.O=[Os](=O)(=O)=O>[Cl:1][C:2]1[CH:3]=[CH:4][C:5]([S:8]([N:11]2[CH2:16][CH2:15][NH:14][C:13](=[O:17])[CH:12]2[CH2:18][C:19]([NH:21][C@@H:22]2[CH2:31][CH2:30][C:29]3[C:24](=[CH:25][CH:26]=[C:27]([CH:32]=[CH2:34])[CH:28]=3)[CH2:23]2)=[O:20])(=[O:9])=[O:10])=[CH:6][CH:7]=1 |f:1.2.3|. Procedure: A solution of 2-(1-(4-chlorophenylsulfonyl)-3-oxopiperazin-2-yl)acetic acid (332 mg, 1 mmol), crude 48999-36 (190 mg, 1.1 mmol), II (135 mg, 1 mmol) and III (191 mg, 1 mmol) in 1 mL of DMF was stirred overnight at room temperature. After quenching with sat. NaHCO3 solution, the reaction mixture was extracted with EtOAc. The combined organic phase was washed brine, dried over Na2SO4, and evaporated in vaco. Flash chromatography (SiO2, EtOAc to EtOAc/MeOH=100:3 to 100:5 to 100:6) gave the title co...